This data is from the Open Reaction Database (ORD), a public repository of structured organic reaction records. The task is: describe an organic reaction: reactants, conditions, products, and yield Starting materials: CC1=C(C=CC(=C1)[N+](=O)[O-])O (2-methyl-4-nitrophenol), C([O-])([O-])=O.[K+].[K+] (potassium carbonate), BrCCC=C (4-bromo-1-butene). Solvent: C(C)#N (acetonitrile). Product: C(CC=C)OC1=CC(=C(C=C1)[N+](=O)[O-])C (4-(3-butenyloxy)-2-methylnitrobenzene). As a reaction SMILES: C[C:2]1[CH:7]=[C:6]([N+:8]([O-:10])=[O:9])[CH:5]=[CH:4][C:3]=1[OH:11].[C:12](=O)([O-])[O-].[K+].[K+].Br[CH2:19][CH2:20][CH:21]=[CH2:22]>C(#N)C>[CH2:19]([O:11][C:3]1[CH:2]=[CH:7][C:6]([N+:8]([O-:10])=[O:9])=[C:5]([CH3:12])[CH:4]=1)[CH2:20][CH:21]=[CH2:22] |f:1.2.3|. Reported procedure: To an acetonitrile (50 mL) solution of 2-methyl-4-nitrophenol (3.05 g; 19.9 mmol) and potassium carbonate (4.27 g; 30.9 mmol), 4-bromo-1-butene (4.02 g; 29.8 mmol) was added, and the mixture was refluxed and then reacted for 12 hours. After completion of the reaction, the solution was filtrated by Celite, and then filtrate was concentrated under a reduced pressure. The residue was purified by flash column chromatography using methylene chloride, and then the effluent was concentrated to obtain 4... The reactants are C=P(c1ccccc1)(c1ccccc1)c1ccccc1, CS(C)=O, O=C1CCC2C3Cc4ccc(O)cc4C2(CCN3CC2CC2)C1. The product is C=C1CCC2C3Cc4ccc(O)cc4C2(CCN3CC2CC2)C1. RXN SMILES: [CH2:24]=[P:25]([c:26]1[cH:27][cH:28][cH:29][cH:30][cH:31]1)([c:32]1[cH:33][cH:34][cH:35][cH:36][cH:37]1)[c:38]1[cH:39][cH:40][cH:41][cH:42][cH:43]1.[CH3:44][S:45](=[O:46])[CH3:47].[CH:1]1([CH2:4][N:5]2[CH:6]3[CH:7]4[CH2:8][CH2:9][C:10](=[O:23])[CH2:11][C:12]4([c:13]4[cH:14][c:15]([OH:20])[cH:16][cH:17][c:18]4[CH2:19]3)[CH2:21][CH2:22]2)[CH2:2][CH2:3]1>>[CH:1]1([CH2:4][N:5]2[CH:6]3[CH:7]4[CH2:8][CH2:9][C:10](=[CH2:24])[CH2:11][C:12]4([c:13]4[cH:14][c:15]([OH:20])[cH:16][cH:17][c:18]4[CH2:19]3)[CH2:21][CH2:22]2)[CH2:2][CH2:3]1. The reactants are CCOc1nc2cccc(C(=O)OC(C)(C)OC(=O)OCCCCC(CO[N+](=O)[O-])O[N+](=O)[O-])c2n1Cc1ccc(-c2ccccc2-c2nnnn2C(c2ccccc2)(c2ccccc2)c2ccccc2)cc1, CO, ClCCl. Yields the product CCOc1nc2cccc(C(=O)OC(C)(C)OC(=O)OCCCCC(CO[N+](=O)[O-])O[N+](=O)[O-])c2n1Cc1ccc(-c2ccccc2-c2nnn[nH]2)cc1. RXN SMILES: [CH2:1]([CH3:2])[O:3][c:4]1[n:5][c:6]2[c:7]([n:8]1[CH2:9][c:10]1[cH:11][cH:12][c:13](-[c:16]3[c:17](-[c:22]4[n:23][n:24][n:25][n:26]4[C:27]([c:28]4[cH:29][cH:30][cH:31][cH:32][cH:33]4)([c:34]4[cH:35][cH:36][cH:37][cH:38][cH:39]4)[c:40]4[cH:41][cH:42][cH:43][cH:44][cH:45]4)[cH:18][cH:19][cH:20][cH:21]3)[cH:14][cH:15]1)[c:46]([C:50](=[O:51])[O:52][C:53]([CH3:54])([CH3:55])[O:56][C:57](=[O:58])[O:59][CH2:60][CH2:61][CH2:62][CH2:63][CH:64]([CH2:65][O:66][N+:67](=[O:68])[O-:69])[O:70][N+:71](=[O:72])[O-:73])[cH:47][cH:48][cH:49]2.[CH3:74][OH:75].[Cl:76][CH2:77][Cl:78]>>[CH2:1]([CH3:2])[O:3][c:4]1[n:5][c:6]2[c:7]([n:8]1[CH2:9][c:10]1[cH:11][cH:12][c:13](-[c:16]3[c:17](-[c:22]4[nH:23][n:24][n:25][n:26]4)[cH:18][cH:19][cH:20][cH:21]3)[cH:14][cH:15]1)[c:46]([C:50](=[O:51])[O:52][C:53]([CH3:54])([CH3:55])[O:56][C:57](=[O:58])[O:59][CH2:60][CH2:61][CH2:62][CH2:63][CH:64]([CH2:65][O:66][N+:67](=[O:68])[O-:69])[O:70][N+:71](=[O:72])[O-:73])[cH:47][cH:48][cH:49]2. The reactants are C(#N)CC(=O)NCC1CCCCC1 (2-cyano-N-(cyclohexylmethyl)acetamide), C(CCC)N=C=O (butyl isocyanate), C1(=CC=CC=C1)C (toluene). Yields the product C(CCC)N(C(=O)NC(CC#N)=O)CC1CCCCC1 (1-butyl-3-(2-cyanoacetyl)-1-(cyclohexylmethyl)urea). Isolated yield 30.0%. Reaction SMILES: [C:1]([CH2:3][C:4]([NH:6]CC1CCCCC1)=[O:5])#[N:2].[CH2:14]([N:18]=[C:19]=[O:20])[CH2:15][CH2:16][CH3:17].[C:21]1([CH3:27])[CH:26]=[CH:25][CH:24]=[CH:23][CH:22]=1>>[CH2:14]([N:18]([CH2:27][CH:21]1[CH2:26][CH2:25][CH2:24][CH2:23][CH2:22]1)[C:19]([NH:6][C:4](=[O:5])[CH2:3][C:1]#[N:2])=[O:20])[CH2:15][CH2:16][CH3:17]. Reported procedure: 2-Cyano-N-(cyclohexylmethyl)acetamide (from step (a) example 13, 7.66 g, 42.5 mmol) was also condensed with butyl isocyanate (Adrich, 7.60 ml, 63.7 mmol) in anhydrous toluene (70 mL) in a Parr bomb at 120° C. for 24 h to provide 1-butyl-3-(2-cyanoacetyl)-1-(cyclohexylmethyl)urea (3.51 g, 30%), 1H-NMR (DMSO-d6) consistent with structure. Unreacted 2-cyano-N-(cyclohexylmethyl)acetamide was also recovered (5.97 g, 70%).